From a dataset of the Open Reaction Database (ORD), a public repository of structured organic reaction records. describe an organic reaction: reactants, conditions, products, and yield Starting materials: C(C)(=O)OCC (Ethyl acetate), ClC=1C=CC(=C(C1)C1=CC=NN1C1CN(C1)C(=O)OC(C)(C)C)O (Tert-butyl 3-[5-(5-chloro-2-hydroxyphenyl)-1H-pyrazol-1-yl]azetidine-1-carboxylate), C([O-])([O-])=O.[K+].[K+] (potassium carbonate), COC1=C(CN(S(=O)(=O)C2=C(C=C(C(=C2)F)F)F)C2=NC=NS2)C=CC(=C1)OC (N-(2,4-dimethoxybenzyl)-2,4,5-trifluoro-N-1,2,4-thiadiazol-5-ylbenzenesulfonamide). Solvent: O (water), CS(=O)C (dimethylsulphoxide), C(C)(C)(C)OC (tert-butylmethyl ether), ClCCl (dichloromethane). Conditions: time 4.5 hour. The product is ClC=1C=CC(=C(C1)C1=CC=NN1C1CN(C1)C(=O)OC(C)(C)C)OC1=C(C=C(C(=C1)F)S(=O)(=O)N(C1=NC=NS1)CC1=C(C=C(C=C1)OC)OC)F (Tert-butyl 3-{5-[5-chloro-2-(4-{[(2,4-dimethoxybenzyl)(1,2,4-thiadiazol-5-yl)amino]sulfonyl}-2,5-difluorophenoxy)phenyl]-1H-pyrazol-1-yl}azetidine-1-carboxylate). As a reaction SMILES: [Cl:1][C:2]1[CH:3]=[CH:4][C:5]([OH:24])=[C:6]([C:8]2[N:12]([CH:13]3[CH2:16][N:15]([C:17]([O:19][C:20]([CH3:23])([CH3:22])[CH3:21])=[O:18])[CH2:14]3)[N:11]=[CH:10][CH:9]=2)[CH:7]=1.C(=O)([O-])[O-].[K+].[K+].[CH3:31][O:32][C:33]1[CH:57]=[C:56]([O:58][CH3:59])[CH:55]=[CH:54][C:34]=1[CH2:35][N:36]([C:49]1[S:53][N:52]=[CH:51][N:50]=1)[S:37]([C:40]1[CH:45]=[C:44]([F:46])[C:43](F)=[CH:42][C:41]=1[F:48])(=[O:39])=[O:38].C(OCC)(=O)C>CS(C)=O.ClCCl.C(OC)(C)(C)C.O>[Cl:1][C:2]1[CH:3]=[CH:4][C:5]([O:24][C:43]2[CH:42]=[C:41]([F:48])[C:40]([S:37]([N:36]([CH2:35][C:34]3[CH:54]=[CH:55][C:56]([O:58][CH3:59])=[CH:57][C:33]=3[O:32][CH3:31])[C:49]3[S:53][N:52]=[CH:51][N:50]=3)(=[O:38])=[O:39])=[CH:45][C:44]=2[F:46])=[C:6]([C:8]2[N:12]([CH:13]3[CH2:14][N:15]([C:17]([O:19][C:20]([CH3:21])([CH3:23])[CH3:22])=[O:18])[CH2:16]3)[N:11]=[CH:10][CH:9]=2)[CH:7]=1 |f:1.2.3|. Procedure details: Tert-butyl 3-[5-(5-chloro-2-hydroxyphenyl)-1H-pyrazol-1-yl]azetidine-1-carboxylate (Preparation 851, 80.0 g, 0.2287 mol) and potassium carbonate (94.82 g, 0.686 mol) were combined in dimethylsulphoxide (600 mL). To this slurry was added N-(2,4-dimethoxybenzyl)-2,4,5-trifluoro-N-1,2,4-thiadiazol-5-ylbenzenesulfonamide, (Preparation 647, 101.87 g, 0.2287 mol) and stirred at room temperature for 4.5 hours. Ethyl acetate (1600 mL) and water (1000 mL) were added and the layers separated. The ethyl ac... Starting materials: CCC(C)N(C)c1ccc2c(c1)OC(=O)C2C, ClC(Cl)Cl, Cl. The product is CCC(C)N(C)c1cc2c(cc1Cl)C(C)C(=O)O2. Reaction SMILES: [CH3:2][CH:3]1[C:4](=[O:18])[O:5][c:6]2[c:7]1[cH:8][cH:9][c:10]([N:12]([CH:13]([CH3:14])[CH2:15][CH3:16])[CH3:17])[cH:11]2.[CH:19]([Cl:20])([Cl:21])[Cl:22].[Cl:1]>>[CH3:2][CH:3]1[C:4](=[O:18])[O:5][c:6]2[c:7]1[cH:8][c:9]([Cl:20])[c:10]([N:12]([CH:13]([CH3:14])[CH2:15][CH3:16])[CH3:17])[cH:11]2. Starting materials: EtOH-hexanes, C[O-].[Na+] (NaOMe), CO (MeOH), ClC=1C=C2C(CCOC2=C(C1OC1=CC=C(C=C1)C(NCCC1=CC=C(C=C1)Cl)=O)Cl)C(=O)O (6,8-Dichloro-7-(4-(4-chlorophenethylcarbamoyl)phenoxy) chroman-4-carboxylic acid). Solvent: C1CCOC1 (THF). Reaction conditions: time 1 hour. Yields the product ClC=1C=C2C(CCOC2=C(C1OC1=CC=C(C=C1)C(NCCC1=CC=C(C=C1)Cl)=O)Cl)C(=O)[O-].[Na+] (sodium 6,8-dichloro-7-(4-(4-chlorophenethylcarbamoyl)phenoxy)chroman-4-carboxylate). The yield is 99.0%. As a reaction SMILES: [Cl:1][C:2]1[CH:3]=[C:4]2[C:9](=[C:10]([Cl:31])[C:11]=1[O:12][C:13]1[CH:18]=[CH:17][C:16]([C:19](=[O:30])[NH:20][CH2:21][CH2:22][C:23]3[CH:28]=[CH:27][C:26]([Cl:29])=[CH:25][CH:24]=3)=[CH:15][CH:14]=1)[O:8][CH2:7][CH2:6][CH:5]2[C:32]([OH:34])=[O:33].C[O-].[Na+:37].CO>C1COCC1>[Cl:1][C:2]1[CH:3]=[C:4]2[C:9](=[C:10]([Cl:31])[C:11]=1[O:12][C:13]1[CH:18]=[CH:17][C:16]([C:19](=[O:30])[NH:20][CH2:21][CH2:22][C:23]3[CH:28]=[CH:27][C:26]([Cl:29])=[CH:25][CH:24]=3)=[CH:15][CH:14]=1)[O:8][CH2:7][CH2:6][CH:5]2[C:32]([O-:34])=[O:33].[Na+:37] |f:1.2,5.6|. Procedure details: 6,8-Dichloro-7-(4-(4-chlorophenethylcarbamoyl)phenoxy) chroman-4-carboxylic acid (22.78 g, 43.26 mmol) was dissolved in THF (100 ml) and 0.5M NaOMe solution in MeOH (86.52 ml, 43.26 mmol) was added at ambient temperature. The mixture was stirred for 1 hour and concentrated. A very thick light brown solid was obtained. The crude solid was treated with EtOH-hexanes and filtered to provide 23.4 g of the title compound as a white solid (99%). MS (apci) m/z=520.1 (M+2H—Na). The reactants are C[Si](C)(C)Cl, Cl, O=C1NC(CO)Cn2nc(COc3ccccc3)cc21. Yields the product C[Si](C)(C)OCC1Cn2nc(COc3ccccc3)cc2C(=O)N1. RXN SMILES: [Cl:1][Si:2]([CH3:3])([CH3:4])[CH3:5].[ClH:26].[OH:6][CH2:7][CH:8]1[NH:9][C:10](=[O:25])[c:11]2[n:12]([n:14][c:15]([CH2:17][O:18][c:19]3[cH:20][cH:21][cH:22][cH:23][cH:24]3)[cH:16]2)[CH2:13]1>>[Si:2]([CH3:3])([CH3:4])([CH3:5])[O:6][CH2:7][CH:8]1[NH:9][C:10](=[O:25])[c:11]2[n:12]([n:14][c:15]([CH2:17][O:18][c:19]3[cH:20][cH:21][cH:22][cH:23][cH:24]3)[cH:16]2)[CH2:13]1. The reactants are BrC1=CC=C2CC(N(CC2=C1)C1=NC(=NC(=C1)N1CCN(CC1)C)N)C (4-(7-bromo-3-methyl-3,4-dihydroisoquinolin-2(1H)-yl)-6-(4-methylpiperazin-1-yl)pyrimidin-2-amine), O1CC(CC1)N1N=CC(=C1)B1OC(C(O1)(C)C)(C)C (1-(tetrahydrofuran-3-yl)-4-(4,4,5,5-tetramethyl-1,3,2-dioxaborolan-2-yl)-1H-pyrazole), C([O-])(O)=O.[Na+] (sodium bicarbonate), O1CCOCC1 (1,4-dioxane). Reagents/catalysts: C=1C=CC(=CC1)[P](C=2C=CC=CC2)(C=3C=CC=CC3)[Pd]([P](C=4C=CC=CC4)(C=5C=CC=CC5)C=6C=CC=CC6)([P](C=7C=CC=CC7)(C=8C=CC=CC8)C=9C=CC=CC9)[P](C=1C=CC=CC1)(C=1C=CC=CC1)C=1C=CC=CC1 (tetrakis(triphenylphosphine)palladium(0)). The solvent is CO (methanol), O (water). Run at temperature 90 celsius, time 8 hour. Yields the product CN1CCN(CC1)C1=NC(=NC(=C1)N1CC2=CC(=CC=C2CC1C)C=1C=NN(C1)C1COCC1)N (4-(4-methylpiperazin-1-yl)-6-[3-methyl-7-[1-(tetrahydrofuran-3-yl)-1H-pyrazol-4-yl]-3,4-dihydroisoquinolin-2(1H)-yl]pyrimidin-2-amine). The yield is 49.5%. Reaction SMILES: Br[C:2]1[CH:11]=[C:10]2[C:5]([CH2:6][CH:7]([CH3:26])[N:8]([C:12]3[CH:17]=[C:16]([N:18]4[CH2:23][CH2:22][N:21]([CH3:24])[CH2:20][CH2:19]4)[N:15]=[C:14]([NH2:25])[N:13]=3)[CH2:9]2)=[CH:4][CH:3]=1.[O:27]1[CH2:31][CH2:30][CH:29]([N:32]2[CH:36]=[C:35](B3OC(C)(C)C(C)(C)O3)[CH:34]=[N:33]2)[CH2:28]1.C(=O)(O)[O-].[Na+].O1CCOCC1>CO.C1C=CC([P]([Pd]([P](C2C=CC=CC=2)(C2C=CC=CC=2)C2C=CC=CC=2)([P](C2C=CC=CC=2)(C2C=CC=CC=2)C2C=CC=CC=2)[P](C2C=CC=CC=2)(C2C=CC=CC=2)C2C=CC=CC=2)(C2C=CC=CC=2)C2C=CC=CC=2)=CC=1.O>[CH3:24][N:21]1[CH2:20][CH2:19][N:18]([C:16]2[CH:17]=[C:12]([N:8]3[CH:7]([CH3:26])[CH2:6][C:5]4[C:10](=[CH:11][C:2]([C:35]5[CH:34]=[N:33][N:32]([CH:29]6[CH2:30][CH2:31][O:27][CH2:28]6)[CH:36]=5)=[CH:3][CH:4]=4)[CH2:9]3)[N:13]=[C:14]([NH2:25])[N:15]=2)[CH2:23][CH2:22]1 |f:2.3,^1:62,64,83,102|. Procedure: A mixture of 4-(7-bromo-3-methyl-3,4-dihydroisoquinolin-2(1H)-yl)-6-(4-methylpiperazin-1-yl)pyrimidin-2-amine (10 mg, 0.02 mmol; Peak 1, Example 49, Step 7), 1-(tetrahydrofuran-3-yl)-4-(4,4,5,5-tetramethyl-1,3,2-dioxaborolan-2-yl)-1H-pyrazole (7.0 mg, 0.026 mmol), tetrakis(triphenylphosphine)palladium(0) (1.4 mg, 0.0012 mmol), and sodium bicarbonate (6.0 mg, 0.072 mmol) in a solution of 1,4-dioxane (0.2 mL) and water (0.1 mL) in a reaction vial was stirred at 90° C. overnight. It was diluted wit... Starting materials: Nc1nnc(CC2CC2)o1, [Cl-], O=C(O)C(c1ccccc1)c1ccccc1. The product is O=C(Nc1nnc(CC2CC2)o1)C(c1ccccc1)c1ccccc1. RXN SMILES: [CH:18]1([CH2:21][c:22]2[n:23][n:24][c:25]([NH2:27])[o:26]2)[CH2:19][CH2:20]1.[Cl-:1].[c:2]1([CH:8]([C:9](=[O:10])[OH:11])[c:12]2[cH:13][cH:14][cH:15][cH:16][cH:17]2)[cH:3][cH:4][cH:5][cH:6][cH:7]1>>[c:2]1([CH:8]([C:9](=[O:11])[NH:27][c:25]2[n:24][n:23][c:22]([CH2:21][CH:18]3[CH2:19][CH2:20]3)[o:26]2)[c:12]2[cH:13][cH:14][cH:15][cH:16][cH:17]2)[cH:3][cH:4][cH:5][cH:6][cH:7]1. The yield is 85.5%. Procedure details: 4-Chloromethyl-1-methyl-2-nitro-benzene (5 g) was dissolved in 50 ml of acetone and 23.4 g of lithium bromide was added. The reaction mixture was heated at reflux for 18 hr. The solvent was evaporated off and the residue was tritrated with hexane to give 5.3 g of 4-bromomethyl-1-methyl-2-nitro-benzene as a tan solid. ##STR109## Solvent: CC(=O)C (acetone). Reaction SMILES: Cl[CH2:2][C:3]1[CH:8]=[CH:7][C:6]([CH3:9])=[C:5]([N+:10]([O-:12])=[O:11])[CH:4]=1.[Br-:13].[Li+]>CC(C)=O>[Br:13][CH2:2][C:3]1[CH:8]=[CH:7][C:6]([CH3:9])=[C:5]([N+:10]([O-:12])=[O:11])[CH:4]=1 |f:1.2|. Reactants: ClCC1=CC(=C(C=C1)C)[N+](=O)[O-] (4-Chloromethyl-1-methyl-2-nitro-benzene), [Br-].[Li+] (lithium bromide). Product: BrCC1=CC(=C(C=C1)C)[N+](=O)[O-] (4-bromomethyl-1-methyl-2-nitro-benzene).